Task: describe an organic reaction: reactants, conditions, products, and yield. Dataset: the Open Reaction Database (ORD), a public repository of structured organic reaction records Yields the product CC1=CC2=C(N=CN=C2)S1 (6-methyl-thieno-[2,3-d]-pyrimidine). Reaction SMILES: [C:1](C1C=CC=CN=1)#[N:2].[NH2:9][C:10]1[S:11][C:12]([CH3:20])=[CH:13][C:14]=1[C:15](OCC)=O.O=P(Cl)(Cl)Cl>>[CH3:20][C:12]1[S:11][C:10]2[N:9]=[CH:1][N:2]=[CH:15][C:14]=2[CH:13]=1. Procedure: With the procedure of Example 477, the reaction of 2-cyanopyridine and 2-amino-5-methyl-3-ethoxycarbonyl-thiophene, and the subsequent reaction with POCl3 yields 4-chloro-2-pyridin-2-yl)-6-methyl-thieno-[2,3-d]-pyrimidine. Starting materials: C(#N)C1=NC=CC=C1 (2-cyanopyridine), NC=1SC(=CC1C(=O)OCC)C (2-amino-5-methyl-3-ethoxycarbonyl-thiophene), O=P(Cl)(Cl)Cl (POCl3). The reactants are CC(C)(C)C(=O)OCCl, Cn1c(=O)[nH]c(=O)c2c1[nH]c(=O)n2C, CS(C)=O, [H-], [Na+], O. The product is Cn1c(=O)n(COC(=O)C(C)(C)C)c2c1c(=O)[nH]c(=O)n2C. Reaction SMILES: [C:17]([C:18]([CH3:19])([CH3:20])[CH3:21])(=[O:22])[O:23][CH2:24][Cl:25].[CH3:1][n:2]1[c:3](=[O:14])[nH:4][c:5](=[O:13])[c:6]2[n:7]([CH3:12])[c:8](=[O:11])[nH:9][c:10]12.[CH3:27][S:28]([CH3:29])=[O:30].[H-:15].[Na+:16].[OH2:26]>>[CH3:1][n:2]1[c:3](=[O:14])[nH:4][c:5](=[O:13])[c:6]2[n:7]([CH3:12])[c:8](=[O:11])[n:9]([CH2:24][O:23][C:17]([C:18]([CH3:19])([CH3:20])[CH3:21])=[O:22])[c:10]12. Reactants: COC([C@@H](NC(=O)OC(C)(C)C)CC1=CC=C(C=C1)O)=O (N-(Boc)-L-Tyrosine methyl ester), FC1=CC=C(C=C1)C=1SC(=C(N1)CCO)C (2-[2-(4-fluorophenyl)-5-methyl-1,3-thiazol-4-yl]ethanol). Product: N[C@H](C(=O)O)CC1=CC=C(C=C1)OCCC=1N=C(SC1C)C1=CC=C(C=C1)F ((2S)-2-amino-3-(4-{2-[2-(4-fluorophenyl)-5-methyl-1,3-thiazol-4-yl]ethoxy}phenyl)propanoic acid). Reaction SMILES: C[O:2][C:3](=[O:21])[C@H:4]([CH2:13][C:14]1[CH:19]=[CH:18][C:17]([OH:20])=[CH:16][CH:15]=1)[NH:5]C(OC(C)(C)C)=O.[F:22][C:23]1[CH:28]=[CH:27][C:26]([C:29]2[S:30][C:31]([CH3:37])=[C:32]([CH2:34][CH2:35]O)[N:33]=2)=[CH:25][CH:24]=1>>[NH2:5][C@@H:4]([CH2:13][C:14]1[CH:15]=[CH:16][C:17]([O:20][CH2:35][CH2:34][C:32]2[N:33]=[C:29]([C:26]3[CH:27]=[CH:28][C:23]([F:22])=[CH:24][CH:25]=3)[S:30][C:31]=2[CH3:37])=[CH:18][CH:19]=1)[C:3]([OH:2])=[O:21]. Procedure details: Intermediate 48 was prepared from 224 mg of N-(Boc)-L-Tyrosine methyl ester and 180 mg of Intermediate 11 to yield 149 mg (51% overall yield) of the title compound as a solid: 1H NMR (DMSO-d6, 400 MHz) δ7.82 (dd, 2H, J=8.6, 5.5), 7.23 (t, 2H, J=8.7), 7.08 (d, 2H, J=8.4), 6.8 (d, 2H, J=8.5), 4.56 (br s, 1H), 4.19 (t, 2H, J=6.5), 3.56 (m, 1H), 3.03 (t, 2H, J=6.6), 2.95 (m, 1H), 2.79 (dd, 1H, J=14.5, 7.5), 2.37 (s, 3H); low resolution MS (ES+)m/e 400.9 (MH+).